Task: describe an organic reaction: reactants, conditions, products, and yield. Dataset: the Open Reaction Database (ORD), a public repository of structured organic reaction records Reactants: O=C([O-])O, CN([SiH](C)C)[Si](C)(C)C, O=C(c1cnccc1Oc1cc(Cl)ccc1Cl)N1CCN(C2CC2)c2ccccc21, O=C(OO)c1cccc(Cl)c1, COC(=O)Cl, ClCCl, [Na+]. Yields the product O=C(c1cnccc1Oc1cc(Cl)ccc1Cl)N1CCN(C2CC2)c2cc(Cl)ccc21. As a reaction SMILES: [C:56](=[O:57])([OH:58])[O-:59].[CH3:42][SiH:43]([CH3:44])[N:45]([CH3:46])[Si:47]([CH3:48])([CH3:49])[CH3:50].[CH:1]1([N:4]2[CH2:5][CH2:6][N:7]([C:14](=[O:15])[c:16]3[cH:17][n:18][cH:19][cH:20][c:21]3[O:22][c:23]3[c:24]([Cl:30])[cH:25][cH:26][c:27]([Cl:29])[cH:28]3)[c:8]3[cH:9][cH:10][cH:11][cH:12][c:13]32)[CH2:2][CH2:3]1.[Cl:31][c:32]1[cH:33][cH:34][cH:35][c:36]([C:37]([O:38][OH:39])=[O:40])[cH:41]1.[Cl:51][C:52]([O:53][CH3:54])=[O:55].[Cl:61][CH2:62][Cl:63].[Na+:60]>>[CH:1]1([N:4]2[CH2:5][CH2:6][N:7]([C:14](=[O:15])[c:16]3[cH:17][n:18][cH:19][cH:20][c:21]3[O:22][c:23]3[c:24]([Cl:30])[cH:25][cH:26][c:27]([Cl:29])[cH:28]3)[c:8]3[cH:9][cH:10][c:11]([Cl:31])[cH:12][c:13]32)[CH2:2][CH2:3]1. As a reaction SMILES: [Cl:1][C:2]([Cl:10])([Cl:9])[CH:3]([OH:8])[CH2:4][C:5]([CH3:7])=[CH2:6].[C:11](OC(=O)C)(=[O:13])[CH3:12]>S(=O)(=O)(O)O>[Cl:1][C:2]([Cl:10])([Cl:9])[CH:3]([O:8][C:11](=[O:13])[CH3:12])[CH2:4][C:5]([CH3:7])=[CH2:6]. Product: ClC(C(CC(=C)C)OC(C)=O)(Cl)Cl (1,1,1-trichloro-2-acetoxy-4-methyl-4-pentene). The reactants are ClC(C(CC(=C)C)O)(Cl)Cl (1,1,1-trichloro-2-hydroxy-4-methyl-4-pentene), C(C)(=O)OC(C)=O (acetic anhydride). Reagents/catalysts: S(O)(O)(=O)=O (sulfuric acid). Reaction conditions: time 10 minute. Procedure details: 50.0 g. (0.246 moles) of 1,1,1-trichloro-2-hydroxy-4-methyl-4-pentene are admixed with 30.1 g. (0.295 moles) of acetic anhydride, whereupon 3 drops of a concentrated sulfuric acid solution are added to the mixture, which is then stirred for 10 minutes. 1,1,1-trichloro-2-acetoxy-4-methyl-4-pentene is obtained in the reaction which can be detected by t.l.c. measurement (Merck Art. No. 5715 analytical sheet, benzene; Rf for the starting material: 0.34, Rf for the acetylated product: 0.66). The reac... The reactants are C1(CC1)N (cyclopropylamine), BrC1=CC=C(C=C1)C(C(=O)O)C (2-(4-bromo-phenyl)-propionic acid), CCN(C(C)C)C(C)C (DIPEA), CN(C)C(=[N+](C)C)ON1C2=C(C=CC=C2)N=N1.[B-](F)(F)(F)F (TBTU). Run in CN(C)C=O (DMF), O (water). Conditions: temperature 0 celsius, time 15 minute. Product: BrC1=CC=C(C=C1)C(C(=O)NC1CC1)C (2-(4-Bromo-phenyl)-N-cyclopropyl-propionamide). Reaction SMILES: [Br:1][C:2]1[CH:7]=[CH:6][C:5]([CH:8]([CH3:12])[C:9]([OH:11])=O)=[CH:4][CH:3]=1.CC[N:15]([CH:19]([CH3:21])[CH3:20])C(C)C.CN(C(ON1N=NC2C=CC=CC1=2)=[N+](C)C)C.[B-](F)(F)(F)F.C1(N)CC1>CN(C=O)C.O>[Br:1][C:2]1[CH:3]=[CH:4][C:5]([CH:8]([CH3:12])[C:9]([NH:15][CH:19]2[CH2:21][CH2:20]2)=[O:11])=[CH:6][CH:7]=1 |f:2.3|. Procedure details: To a mixture of 18.0 g (79.0 mmol) 2-(4-bromo-phenyl)-propionic acid (Bioorg. Med. Chem. Lett. 2010, 20, 887) and 68.4 mL (393 mmol) DIPEA in 90 mL DMF, 50.5 g (157 mmol) TBTU are added. The mixture is stirred for 15 min at 0° C. After that time, 16.3 mL (236 mmol) cyclopropylamine are added and the mixture is stirred for 16 h at rt. After that time, iced water is added and the mixture is extracted with EtOAc. The organic layer is washed with brine and dried over sodium sulphate. The solvent is ... Starting materials: O=C(O)C(=O)c1csc(NC(c2ccccc2)(c2ccccc2)c2ccccc2)n1, CO, Cn1cncc1CON. Product: Cn1cncc1CON=C(C(=O)O)c1csc(NC(c2ccccc2)(c2ccccc2)c2ccccc2)n1. As a reaction SMILES: [C:1]([c:2]1[cH:3][cH:4][cH:5][cH:6][cH:7]1)([c:8]1[cH:9][cH:10][cH:11][cH:12][cH:13]1)([c:14]1[cH:15][cH:16][cH:17][cH:18][cH:19]1)[NH:20][c:21]1[s:22][cH:23][c:24]([C:26]([C:27](=[O:28])[OH:29])=[O:30])[n:25]1.[CH3:40][OH:41].[NH2:31][O:32][CH2:33][c:34]1[cH:35][n:36][cH:37][n:38]1[CH3:39]>>[C:1]([c:2]1[cH:3][cH:4][cH:5][cH:6][cH:7]1)([c:8]1[cH:9][cH:10][cH:11][cH:12][cH:13]1)([c:14]1[cH:15][cH:16][cH:17][cH:18][cH:19]1)[NH:20][c:21]1[s:22][cH:23][c:24]([C:26]([C:27](=[O:28])[OH:29])=[N:31][O:32][CH2:33][c:34]2[cH:35][n:36][cH:37][n:38]2[CH3:39])[n:25]1. Starting materials: C(C)C1OCC(O1)(C)C=1C=C(C=CC1)SC1=CC=C(C=C1)C(C)=O (4'-[3-(2-ethyl-4-methyl-1,3-dioxolan-4-yl)phenylthio]acetophenone), Cl.NO (hydroxylamine hydrochloride). Product: C(C)C1OCC(O1)(C)C=1C=C(C=CC1)SC1=CC=C(C=C1)C(C)=NO (4'-[3-(2-ethyl-4-methyl-1,3-dioxolan-4-yl)phenylthio]acetophenone oxime). Isolated yield 31.0%. RXN SMILES: [CH2:1]([CH:3]1[O:7][C:6]([C:9]2[CH:10]=[C:11]([S:15][C:16]3[CH:21]=[CH:20][C:19]([C:22](=O)[CH3:23])=[CH:18][CH:17]=3)[CH:12]=[CH:13][CH:14]=2)([CH3:8])[CH2:5][O:4]1)[CH3:2].Cl.[NH2:26][OH:27]>>[CH2:1]([CH:3]1[O:7][C:6]([C:9]2[CH:10]=[C:11]([S:15][C:16]3[CH:21]=[CH:20][C:19]([C:22](=[N:26][OH:27])[CH3:23])=[CH:18][CH:17]=3)[CH:12]=[CH:13][CH:14]=2)([CH3:8])[CH2:5][O:4]1)[CH3:2] |f:1.2|. Reported procedure: Using an analogous procedure to that described in Example 68, 4'-[3-(2-ethyl-4-methyl-1,3-dioxolan-4-yl)phenylthio]acetophenone was reacted with hydroxylamine hydrochloride to give 4'-[3-(2-ethyl-4-methyl-1,3-dioxolan-4-yl)phenylthio]acetophenone oxime in 31% yield as a gum. Reaction SMILES: [O:1]1[CH2:3][CH:2]1[CH2:4][O:5][C:6]1[CH:14]=[CH:13][CH:12]=[C:11]2[C:7]=1[CH:8]=[CH:9][NH:10]2.[C:15]1([CH2:21][CH:22]2[CH2:27][CH2:26][NH:25][CH2:24][CH2:23]2)[CH:20]=[CH:19][CH:18]=[CH:17][CH:16]=1.[C:28]([OH:33])(=[O:32])[C:29]([OH:31])=[O:30]>C(OCC)(=O)C>[C:28]([OH:33])(=[O:32])[C:29]([OH:31])=[O:30].[NH:10]1[C:11]2[C:7](=[C:6]([O:5][CH2:4][CH:2]([OH:1])[CH2:3][N:25]3[CH2:26][CH2:27][CH:22]([CH2:21][C:15]4[CH:20]=[CH:19][CH:18]=[CH:17][CH:16]=4)[CH2:23][CH2:24]3)[CH:14]=[CH:13][CH:12]=2)[CH:8]=[CH:9]1 |f:4.5|. Procedure details: The title compound was prepared in similar fashion from 4-(oxiranylmethoxy)-1H-indole and 4-phenylmethylpiperidine. The resulting free base was dissolved in ethyl acetate, and precipitated with one equivalent of oxalic acid in ethyl acetate in 52% overall yield. FDMS m/e=364 (M+ of free base). mp 105°-107°. Run in C(C)(=O)OCC (ethyl acetate), C(C)(=O)OCC (ethyl acetate). The product is C(C(=O)O)(=O)O.N1C=CC2=C(C=CC=C12)OCC(CN1CCC(CC1)CC1=CC=CC=C1)O (1-(4-indolyloxy)-3-(4-phenylmethylpiperidin-1-yl)-2-propanol ethanedioate). The reactants are O1C(C1)COC1=C2C=CNC2=CC=C1 (4-(oxiranylmethoxy)-1H-indole), C1(=CC=CC=C1)CC1CCNCC1 (4-phenylmethylpiperidine), C(C(=O)O)(=O)O (oxalic acid). Product: ClC1=C(C(=CC=C1)F)C1=NN(C(=N1)F)C1=C(C=CC=C1)C(F)(F)F (3-(2-chloro-6-fluorophenyl)-5-fluoro-1-(α,α,α-trifluoro-o-tolyl)-1H-1,2,4-triazole). The solvent is S1(=O)(=O)CCCC1 (sulfolane). Reported procedure: A mixture of 2.61 g (6.9 mmol) of 5-chloro-3-(2-chloro-6-fluorophenyl)-1-(α,α,α-trifluoro-o-tolyl)-1H-1,2,4-triazole, 0.84 g (14.5 mmol) of dry potassium fluoride and 0.23 g (0.9 mmol) of 18-crown-6 in 15 ml of dry sulfolane is heated at 140° C. for 65 hours. The reaction mixture is subsequently cooled and eluted on silica gel (φ 40-63 μm, column: 0 7 cm, height 20 cm) with ethyl acetate/n-hexane (7:13). There is obtained 3-(2-chloro-6-fluorophenyl)-5-fluoro-1-(α,α,α-trifluoro-o-tolyl)-1H-1,2,4-... Reaction conditions: temperature 140 celsius. Reaction SMILES: Cl[C:2]1[N:6]([C:7]2[CH:12]=[CH:11][CH:10]=[CH:9][C:8]=2[C:13]([F:16])([F:15])[F:14])[N:5]=[C:4]([C:17]2[C:22]([F:23])=[CH:21][CH:20]=[CH:19][C:18]=2[Cl:24])[N:3]=1.[F-:25].[K+].C1OCCOCCOCCOCCOCCOC1>S1(CCCC1)(=O)=O>[Cl:24][C:18]1[CH:19]=[CH:20][CH:21]=[C:22]([F:23])[C:17]=1[C:4]1[N:3]=[C:2]([F:25])[N:6]([C:7]2[CH:12]=[CH:11][CH:10]=[CH:9][C:8]=2[C:13]([F:16])([F:15])[F:14])[N:5]=1 |f:1.2|. Reactants: ClC1=NC(=NN1C1=C(C=CC=C1)C(F)(F)F)C1=C(C=CC=C1F)Cl (5-chloro-3-(2-chloro-6-fluorophenyl)-1-(α,α,α-trifluoro-o-tolyl)-1H-1,2,4-triazole), [F-].[K+] (potassium fluoride), C1COCCOCCOCCOCCOCCO1 (18-crown-6). Reactants: C1COCCO1, COC(=O)c1cc(Cc2c(C)c(OC)c(OC)c(OC)c2OC)ccc1Oc1ccccc1, Cl, [Na+], [OH-], O. Yields the product COc1c(C)c(Cc2ccc(Oc3ccccc3)c(C(=O)O)c2)c(OC)c(OC)c1OC. Reaction SMILES: [CH2:37]1[O:38][CH2:39][CH2:40][O:41][CH2:42]1.[CH3:1][O:2][c:3]1[c:4]([CH3:33])[c:5]([CH2:6][c:7]2[cH:8][cH:9][c:10]([O:17][c:18]3[cH:19][cH:20][cH:21][cH:22][cH:23]3)[c:11]([C:12](=[O:13])[O:14][CH3:15])[cH:16]2)[c:24]([O:31][CH3:32])[c:25]([O:29][CH3:30])[c:26]1[O:27][CH3:28].[ClH:34].[Na+:36].[OH-:35].[OH2:43]>>[CH3:1][O:2][c:3]1[c:4]([CH3:33])[c:5]([CH2:6][c:7]2[cH:8][cH:9][c:10]([O:17][c:18]3[cH:19][cH:20][cH:21][cH:22][cH:23]3)[c:11]([C:12](=[O:13])[OH:14])[cH:16]2)[c:24]([O:31][CH3:32])[c:25]([O:29][CH3:30])[c:26]1[O:27][CH3:28].